Dataset: the Open Reaction Database (ORD), a public repository of structured organic reaction records. Task: describe an organic reaction: reactants, conditions, products, and yield Reactants: NC1=NC(=C(C(=N1)C=1OC=CC1)C#N)S(=O)(=O)C (2-amino-4-furan-2-yl-6-methanesulfonyl-pyrimidine-5-carbonitrile), CN(CCN)C (2-dimethylaminoethylamine), M—Me2NH. Solvent: COCCOC (DME). The product is NC1=NC(=C(C(=N1)NCCN(C)C)C#N)C=1OC=CC1 (2-Amino-4-(2-dimethylamino-ethylamino)-6-furan-2-yl-pyrimidine-5-carbonitrile). Reaction SMILES: [NH2:1][C:2]1[N:7]=[C:6]([C:8]2[O:9][CH:10]=[CH:11][CH:12]=2)[C:5]([C:13]#[N:14])=[C:4](S(C)(=O)=O)[N:3]=1.[CH3:19][N:20]([CH3:24])[CH2:21][CH2:22][NH2:23]>COCCOC>[NH2:1][C:2]1[N:3]=[C:4]([NH:23][CH2:22][CH2:21][N:20]([CH3:24])[CH3:19])[C:5]([C:13]#[N:14])=[C:6]([C:8]2[O:9][CH:10]=[CH:11][CH:12]=2)[N:7]=1. Procedure details: From 2-amino-4-furan-2-yl-6-methanesulfonyl-pyrimidine-5-carbonitrile and 2-dimethylaminoethylamine in DME. ES-MS m/e (%): 273 (M+H+, 100), 228 ([M—Me2NH]+, 80). The reactants are N#CC1(NC(=O)C2CC(S(=O)(=O)c3ccc(Br)cc3C(F)(F)F)CC2OC2CCCC2)CC1, N#CC1(NC(=O)C2CC(S(=O)(=O)c3ccc(Br)cc3C(F)(F)F)CC2OC2CCOCC2)CC1. Product: N#CC1(NC(=O)C2CC(S(=O)(=O)c3ccccc3C(F)(F)F)CC2OC2CCCC2)CC1. RXN SMILES: [C:1](#[N:2])[C:3]1([NH:6][C:7](=[O:8])[CH:9]2[CH:10]([O:28][CH:29]3[CH2:30][CH2:31][CH2:32][CH2:33]3)[CH2:11][CH:12]([S:14](=[O:15])(=[O:16])[c:17]3[c:18]([C:24]([F:25])([F:26])[F:27])[cH:19][c:20]([Br:23])[cH:21][cH:22]3)[CH2:13]2)[CH2:4][CH2:5]1.[C:34]([C:35]1([NH:36][C:37]([CH:38]2[CH2:39][CH:40]([S:41]([c:42]3[cH:43][cH:44][c:45]([Br:46])[cH:47][c:48]3[C:49]([F:50])([F:51])[F:52])(=[O:53])=[O:54])[CH2:55][CH:56]2[O:57][CH:58]2[CH2:59][CH2:60][O:61][CH2:62][CH2:63]2)=[O:64])[CH2:65][CH2:66]1)#[N:67]>>[C:1](#[N:2])[C:3]1([NH:6][C:7](=[O:8])[CH:9]2[CH:10]([O:28][CH:29]3[CH2:30][CH2:31][CH2:32][CH2:33]3)[CH2:11][CH:12]([S:14](=[O:15])(=[O:16])[c:17]3[c:18]([C:24]([F:25])([F:26])[F:27])[cH:19][cH:20][cH:21][cH:22]3)[CH2:13]2)[CH2:4][CH2:5]1.